The task is: describe an organic reaction: reactants, conditions, products, and yield. This data is from the Open Reaction Database (ORD), a public repository of structured organic reaction records. Starting materials: O=C1C=2N=CN(C2N=CN1)CCC(=O)NC1=CC=C(C(=O)O)C=C1 (4-[[3-(1,6-dihydro-6-oxo-9H-purin-9-yl)-1-oxopropyl]amino]benzoic acid), O (water), CN(CC(C)O)C (1-(dimethylamino)-2-propanol). Solvent: CC(=O)C (Acetone). Reaction conditions: time 90 minute. Yields the product CN(CC(C)O)C.O=C1C=2N=CN(C2N=CN1)CCC(=O)NC1=CC=C(C(=O)O)C=C1 (4-[[3-(1,6-dihydro-6-oxo-9H-purin-9-yl)-1-oxopropyl]amino]benzoic acid compd. with 1-(dimethylamino)-2-propanol). The yield is 98.1%. As a reaction SMILES: [O:1]=[C:2]1[NH:10][CH:9]=[N:8][C:7]2[N:6]([CH2:11][CH2:12][C:13]([NH:15][C:16]3[CH:24]=[CH:23][C:19]([C:20]([OH:22])=[O:21])=[CH:18][CH:17]=3)=[O:14])[CH:5]=[N:4][C:3]1=2.O.[CH3:26][N:27]([CH3:32])[CH2:28][CH:29]([OH:31])[CH3:30]>CC(C)=O>[CH3:26][N:27]([CH3:32])[CH2:28][CH:29]([OH:31])[CH3:30].[O:1]=[C:2]1[NH:10][CH:9]=[N:8][C:7]2[N:6]([CH2:11][CH2:12][C:13]([NH:15][C:16]3[CH:24]=[CH:23][C:19]([C:20]([OH:22])=[O:21])=[CH:18][CH:17]=3)=[O:14])[CH:5]=[N:4][C:3]1=2 |f:4.5|. Procedure details: 7.34 g (22.42 mmol) of 4-[[3-(1,6-dihydro-6-oxo-9H-purin-9-yl)-1-oxopropyl]amino]benzoic acid (AIT-0082) was placed in a 500 ml round bottom flask equipped with a magnetic stirring bar. 25 ml of water was added and the white slurry was stirred. 18.6 g, 180.3 mmol of 1-(dimethylamino)-2-propanol (AIT-1000) was added to the stirring slurry. The solution rapidly became homogeneous and the reaction was continued for 90 minutes at room temperature. Acetone (350 ml) was then added, and the stirring so... Reactants: C(CCC)C1=CC=C(C=C1)CN(C(=O)NC1=C(C=C(C=C1)Cl)C)CCCCCCOS(=O)(=O)C (1-[(4-butylphenyl)methyl]-3-(4-chloro-2-methylphenyl)-1[6-[(methylsulfonyl)oxy]hexyl]urea), [C-]#N.[Na+] (sodium cyanide), CS(=O)C (dimethyl sulfoxide). Run in O (water). Product: C(CCC)C1=CC=C(C=C1)CN(C(=O)NC1=C(C=C(C=C1)Cl)C)CCCCCCC#N (1-[(4-Butylphenyl)methyl]-3-(4-chloro-2-methylphenyl)-1-(6-cyanohexyl)urea). Yield: 86.8%. RXN SMILES: [CH2:1]([C:5]1[CH:10]=[CH:9][C:8]([CH2:11][N:12]([CH2:24][CH2:25][CH2:26][CH2:27][CH2:28][CH2:29]OS(C)(=O)=O)[C:13]([NH:15][C:16]2[CH:21]=[CH:20][C:19]([Cl:22])=[CH:18][C:17]=2[CH3:23])=[O:14])=[CH:7][CH:6]=1)[CH2:2][CH2:3][CH3:4].[C-:35]#[N:36].[Na+].CS(C)=O>O>[CH2:1]([C:5]1[CH:10]=[CH:9][C:8]([CH2:11][N:12]([CH2:24][CH2:25][CH2:26][CH2:27][CH2:28][CH2:29][C:35]#[N:36])[C:13]([NH:15][C:16]2[CH:21]=[CH:20][C:19]([Cl:22])=[CH:18][C:17]=2[CH3:23])=[O:14])=[CH:7][CH:6]=1)[CH2:2][CH2:3][CH3:4] |f:1.2|. Procedure: A mixture of 2.0 g of 1-[(4-butylphenyl)methyl]-3-(4-chloro-2-methylphenyl)-1[6-[(methylsulfonyl)oxy]hexyl]urea, 0.5 g of sodium cyanide, and 3.0 ml of dimethyl sulfoxide was heated at an oil bath temperature of 60°-70° C. for 16 hours. The mixture was poured into water and extracted with dichloromethane. The procedure of Example 518 was continued and gave 1.5 g (88% yield) of the desired product as a brown oil. Reaction SMILES: [CH3:14][C:15](=[O:16])[OH:17].[F:1][c:2]1[cH:3][c:4]2[cH:5][cH:6][cH:7][n:8][c:9]2[cH:10][cH:11]1.[OH:12][OH:13]>>[F:1][c:2]1[cH:3][c:4]2[cH:5][cH:6][cH:7][n+:8]([O-:12])[c:9]2[cH:10][cH:11]1. Product: [O-][n+]1cccc2cc(F)ccc21. Starting materials: CC(=O)O, Fc1ccc2ncccc2c1, OO. The reactants are Cc1c(Cl)nnc(Cl)c1CBr, NCc1ccccc1, ClCCl, CN(C)C=O. Yields the product Cc1c(Cl)nnc(Cl)c1CNCc1ccccc1. As a reaction SMILES: [Br:1][CH2:2][c:3]1[c:4]([Cl:11])[n:5][n:6][c:7]([Cl:10])[c:8]1[CH3:9].[CH2:12]([c:13]1[cH:14][cH:15][cH:16][cH:17][cH:18]1)[NH2:19].[Cl:25][CH2:26][Cl:27].[O:20]=[CH:21][N:22]([CH3:23])[CH3:24]>>[CH2:2]([c:3]1[c:4]([Cl:11])[n:5][n:6][c:7]([Cl:10])[c:8]1[CH3:9])[NH:19][CH2:12][c:13]1[cH:14][cH:15][cH:16][cH:17][cH:18]1.